From a dataset of the Open Reaction Database (ORD), a public repository of structured organic reaction records. describe an organic reaction: reactants, conditions, products, and yield Starting materials: BrC=1C=CC(=NC1)C(C)=O (1-(5-bromopyridin-2-yl)ethanone), [N+](=O)([O-])C1=CC=C(C=C1)B(O)O ((4-nitrophenyl)boronic acid), C(=O)([O-])[O-].[Na+].[Na+] (Na2CO3). The reagents and catalysts are C=1C=CC(=CC1)[P](C=2C=CC=CC2)(C=3C=CC=CC3)[Pd]([P](C=4C=CC=CC4)(C=5C=CC=CC5)C=6C=CC=CC6)([P](C=7C=CC=CC7)(C=8C=CC=CC8)C=9C=CC=CC9)[P](C=1C=CC=CC1)(C=1C=CC=CC1)C=1C=CC=CC1 (Pd(PPh3)4). Solvent: C1(=CC=CC=C1)C (toluene), C(C)O (ethanol). Reaction conditions: temperature 80 celsius. The product is [N+](=O)([O-])C1=CC=C(C=C1)C=1C=CC(=NC1)C(C)=O (1-(5-(4-nitrophenyl)pyridin-2-yl)ethanone), solid. The yield is 86.0%. Reaction SMILES: Br[C:2]1[CH:3]=[CH:4][C:5]([C:8](=[O:10])[CH3:9])=[N:6][CH:7]=1.[N+:11]([C:14]1[CH:19]=[CH:18][C:17](B(O)O)=[CH:16][CH:15]=1)([O-:13])=[O:12].C([O-])([O-])=O.[Na+].[Na+]>C1(C)C=CC=CC=1.C(O)C.C1C=CC([P]([Pd]([P](C2C=CC=CC=2)(C2C=CC=CC=2)C2C=CC=CC=2)([P](C2C=CC=CC=2)(C2C=CC=CC=2)C2C=CC=CC=2)[P](C2C=CC=CC=2)(C2C=CC=CC=2)C2C=CC=CC=2)(C2C=CC=CC=2)C2C=CC=CC=2)=CC=1>[N+:11]([C:14]1[CH:19]=[CH:18][C:17]([C:2]2[CH:3]=[CH:4][C:5]([C:8](=[O:10])[CH3:9])=[N:6][CH:7]=2)=[CH:16][CH:15]=1)([O-:13])=[O:12] |f:2.3.4,^1:42,44,63,82|. Procedure details: To a stirred solution of 1-(5-bromopyridin-2-yl)ethanone (100 mg, 0.5 mmol) in toluene (4 mL) and ethanol (2 mL) was added (4-nitrophenyl)boronic acid (160 mg, 1 mmol), 2M Na2CO3 (1.4 mL), and Pd(PPh3)4 (6 mg, 0.005 mmol), the reaction was purged with argon, and then heated at 80° C. for about 6 h. The reaction mixture was concentrated, diluted with water (50 mL), and extracted with ethyl acetate (2×100 mL). The combined organic extracts were washed with brine solution (10 mL), organic layer was...